Dataset: the Open Reaction Database (ORD), a public repository of structured organic reaction records. Task: describe an organic reaction: reactants, conditions, products, and yield Reactants: Brc1ccc(Br)nc1, c1ccc2c(c1)OCCOCCOc1ccccc1OCCOCCO2, Cc1ccccc1, [K+], [OH-], OCc1ccccc1. Yields the product Brc1ccc(OCc2ccccc2)nc1. Reaction SMILES: [Br:1][c:2]1[n:3][cH:4][c:5]([Br:8])[cH:6][cH:7]1.[CH2:9]1[O:10][CH2:11][CH2:12][O:13][c:14]2[c:15]([cH:16][cH:17][cH:18][cH:19]2)[O:20][CH2:21][CH2:22][O:23][CH2:24][CH2:25][O:26][c:27]2[c:28]([cH:29][cH:30][cH:31][cH:32]2)[O:33][CH2:34]1.[CH3:45][c:46]1[cH:47][cH:48][cH:49][cH:50][cH:51]1.[K+:44].[OH-:43].[OH:35][CH2:36][c:37]1[cH:38][cH:39][cH:40][cH:41][cH:42]1>>[c:2]1([O:35][CH2:36][c:37]2[cH:38][cH:39][cH:40][cH:41][cH:42]2)[n:3][cH:4][c:5]([Br:8])[cH:6][cH:7]1.